This data is from the Open Reaction Database (ORD), a public repository of structured organic reaction records. The task is: describe an organic reaction: reactants, conditions, products, and yield Reactants: C(C)(=O)OC\C(=C(/CO[Si](C)(C)C(C)(C)C)\C1=CC=CC=C1)\C1=CC=C(C=C1)S(=O)(=O)C ((2Z)-4-{[tert-butyl(dimethyl)silyl]oxy}-2-[4-(methylsulfonyl)phenyl]-3-phenylbut-2-enyl acetate). The solvent is CC#N (MeCN), C1(=CC=CC=C1)C (toluene). Conditions: time 1.5 hour. The product is C(C)(=O)OC\C(=C(/CO)\C1=CC=CC=C1)\C1=CC=C(C=C1)S(=O)(=O)C ((2Z)-4-hydroxy-2-[4-(methylsulfonyl)phenyl]-3-phenylbut-2-enyl acetate). Yield: 99.9%. RXN SMILES: [C:1]([O:4][CH2:5]/[C:6](/[C:23]1[CH:28]=[CH:27][C:26]([S:29]([CH3:32])(=[O:31])=[O:30])=[CH:25][CH:24]=1)=[C:7](/[C:17]1[CH:22]=[CH:21][CH:20]=[CH:19][CH:18]=1)\[CH2:8][O:9][Si](C(C)(C)C)(C)C)(=[O:3])[CH3:2]>CC#N.C1(C)C=CC=CC=1>[C:1]([O:4][CH2:5]/[C:6](/[C:23]1[CH:24]=[CH:25][C:26]([S:29]([CH3:32])(=[O:31])=[O:30])=[CH:27][CH:28]=1)=[C:7](/[C:17]1[CH:22]=[CH:21][CH:20]=[CH:19][CH:18]=1)\[CH2:8][OH:9])(=[O:3])[CH3:2]. Reported procedure: To a solution of 50.5 g of (2Z)-4-{[tert-butyl(dimethyl)silyl]oxy}-2-[4-(methylsulfonyl)phenyl]-3-phenylbut-2-enyl acetate in 125 mL of MeCN, 10 mL of PyHF was added and the resulted mixture was stirred at rt for 1.5 hr. The reaction mixture was diluted with 600 mL of toluene and then loaded on silica gel column and eluted with EtOAc. The solvent was evaporated to afford 38.3 g of the titled compound. 1H NMR (acetone-d6, 500 M Hz): δ 7.68 (d, 2H), 7.32 (d, 2H), 7.15–7.00 (m, 5H), 5.20 (s, 2H), 4... The reactants are CC(=O)O, [Cl-], Cl, O=N[O-], COc1ccc(N)cn1, [Na+], O=S=O. Product: COc1ccc(S(=O)(=O)Cl)cn1. RXN SMILES: [CH3:19][C:20](=[O:21])[OH:22].[Cl-:15].[ClH:10].[N:11]([O-:12])=[O:13].[NH2:1][c:2]1[cH:3][cH:4][c:5]([O:8][CH3:9])[n:6][cH:7]1.[Na+:14].[O:16]=[S:17]=[O:18]>>[c:2]1([S:17]([Cl:10])(=[O:16])=[O:18])[cH:3][cH:4][c:5]([O:8][CH3:9])[n:6][cH:7]1. Reactants: Brc1cc(ccn1)c2cc3C(=O)NCCc3[nH]2, CN(C)c1ccc(cc1)B2OC(C)(C)C(C)(C)O2. The reagents and catalysts are CCN=P(N=P(N(C)C)(N(C)C)N(C)C)(N(C)C)N(C)C (P2-Et), CC(C)c1cc(C(C)C)c(-c2ccccc2[PH](C(C)(C)C)(C(C)(C)C)[Pd]2(OS(C)(=O)=O)Nc3ccccc3-c3ccccc32)c(C(C)C)c1 (tBuXphos G3). Solvent: CS(C)=O (DMSO), O (water), CS(C)=O (DMSO), CS(C)=O (DMSO), CS(C)=O (DMSO). Reaction conditions: time 22 hour. The product is CN(C)c1ccc(cc1)c2cc(ccn2)c3cc4C(=O)NCCc4[nH]3, Brc1cc(ccn1)c2cc3C(=O)NCCc3[nH]2, c1ccc(-c2ccccc2)cc1.